Task: describe an organic reaction: reactants, conditions, products, and yield. Dataset: the Open Reaction Database (ORD), a public repository of structured organic reaction records The product is N[C@@H](CCC(N)=O)C(=O)N[C@@H](CCCNC(N)=N)C(=O)N1[C@H](C(=O)N[C@@H](CCCNC(N)=N)C(=O)N[C@@H](CC(C)C)C(=O)N[C@@H](CO)C(=O)N[C@@H](CC2=CNC=N2)C(=O)N[C@@H](CCCCN)C(=O)NCC(=O)N2[C@H](C(=O)N[C@@H](CCSC)C(=O)N3[C@H](C(=O)N[C@@H](CC4=CC=CC=C4)C(=O)O)CCC3)CCC2)CCC1 (Gln-Arg-Pro-Arg-Leu-Ser-His-Lys-Gly-Pro-Met-Pro-Phe). Reaction SMILES: [NH2:1][C@H:2]([C:10]([N:12]1[CH2:100][CH2:99][CH2:98][C@H:13]1[C:14]([NH:16][C@H:17]([C:25]([NH:27][C@H:28]([C:33]([NH:35][C@H:36]([C:39]([NH:41][C@H:42]([C:49]([NH:51][C@H:52]([C:58]([NH:60][CH2:61][C:62]([N:64]1[CH2:97][CH2:96][CH2:95][C@H:65]1[C:66]([NH:68][C@H:69]([C:74]([N:76]1[CH2:94][CH2:93][CH2:92][C@H:77]1[C:78]([NH:80][C@H:81]([C:89]([OH:91])=[O:90])[CH2:82][C:83]1[CH:88]=[CH:87][CH:86]=[CH:85][CH:84]=1)=[O:79])=[O:75])[CH2:70][CH2:71][S:72][CH3:73])=[O:67])=[O:63])=[O:59])[CH2:53][CH2:54][CH2:55][CH2:56][NH2:57])=[O:50])[CH2:43][C:44]1[N:48]=[CH:47][NH:46][CH:45]=1)=[O:40])[CH2:37][OH:38])=[O:34])[CH2:29][CH:30]([CH3:32])[CH3:31])=[O:26])[CH2:18][CH2:19][CH2:20][NH:21][C:22](=[NH:24])[NH2:23])=[O:15])=[O:11])[CH2:3][CH2:4][CH2:5][NH:6][C:7](=[NH:9])[NH2:8].[NH:101](C(OC(C)(C)C)=O)[C@H:102]([C:108](O)=[O:109])[CH2:103][CH2:104][C:105](=[O:107])[NH2:106]>>[NH2:101][C@H:102]([C:108]([NH:1][C@H:2]([C:10]([N:12]1[CH2:100][CH2:99][CH2:98][C@H:13]1[C:14]([NH:16][C@H:17]([C:25]([NH:27][C@H:28]([C:33]([NH:35][C@H:36]([C:39]([NH:41][C@H:42]([C:49]([NH:51][C@H:52]([C:58]([NH:60][CH2:61][C:62]([N:64]1[CH2:97][CH2:96][CH2:95][C@H:65]1[C:66]([NH:68][C@H:69]([C:74]([N:76]1[CH2:94][CH2:93][CH2:92][C@H:77]1[C:78]([NH:80][C@H:81]([C:89]([OH:91])=[O:90])[CH2:82][C:83]1[CH:88]=[CH:87][CH:86]=[CH:85][CH:84]=1)=[O:79])=[O:75])[CH2:70][CH2:71][S:72][CH3:73])=[O:67])=[O:63])=[O:59])[CH2:53][CH2:54][CH2:55][CH2:56][NH2:57])=[O:50])[CH2:43][C:44]1[N:48]=[CH:47][NH:46][CH:45]=1)=[O:40])[CH2:37][OH:38])=[O:34])[CH2:29][CH:30]([CH3:31])[CH3:32])=[O:26])[CH2:18][CH2:19][CH2:20][NH:21][C:22](=[NH:23])[NH2:24])=[O:15])=[O:11])[CH2:3][CH2:4][CH2:5][NH:6][C:7](=[NH:8])[NH2:9])=[O:109])[CH2:103][CH2:104][C:105](=[O:107])[NH2:106]. Reactants: N[C@@H](CCCNC(N)=N)C(=O)N1[C@H](C(=O)N[C@@H](CCCNC(N)=N)C(=O)N[C@@H](CC(C)C)C(=O)N[C@@H](CO)C(=O)N[C@@H](CC2=CNC=N2)C(=O)N[C@@H](CCCCN)C(=O)NCC(=O)N2[C@H](C(=O)N[C@@H](CCSC)C(=O)N3[C@H](C(=O)N[C@@H](CC4=CC=CC=C4)C(=O)O)CCC3)CCC2)CCC1 (Arg-Pro-Arg-Leu-Ser-His-Lys-Gly-Pro-Met-Pro-Phe), N([C@@H](CCC(N)=O)C(=O)O)C(=O)OC(C)(C)C (Boc-Gln). Reported procedure: The resin of Example 25 was further condensed with Boc-Gln, followed by the same treatment and purification procedure and lyophilization from diluted aqueous hydrochloric acid, to give 21 mg of a white powder. The reactants are C([O-])([O-])=O.[Na+].[Na+] (sodium carbonate), NC1=NC(=C(C(=N1)Cl)Br)Cl (2-amino-4,6-dichloro-5-bromo-pyrimidine), ClC=1C=CC(=C(C1)B(O)O)OC (5-chloro-2-methoxy-phenyl boronic acid), C1(=CC=CC=C1)P(C1=CC=CC=C1)C1=CC=CC=C1 (triphenylphosphine). The reagents and catalysts are C(C)(=O)[O-].[Pd+2].C(C)(=O)[O-] (palladium (II) acetate). Solvent: C(OC)COC (glyme), O (water). Reaction conditions: time 72 hour. Yields the product BrC=1C(=NC(=NC1C1=C(C=CC(=C1)Cl)OC)N)Cl (5-bromo-4-chloro-6-(5-chloro-2-methoxy-phenyl)-pyrimidin-2ylamine). The yield is 22.9%. RXN SMILES: [NH2:1][C:2]1[N:7]=[C:6]([Cl:8])[C:5]([Br:9])=[C:4](Cl)[N:3]=1.[Cl:11][C:12]1[CH:13]=[CH:14][C:15]([O:21][CH3:22])=[C:16](B(O)O)[CH:17]=1.C1(P(C2C=CC=CC=2)C2C=CC=CC=2)C=CC=CC=1.C(=O)([O-])[O-].[Na+].[Na+]>O.C([O-])(=O)C.[Pd+2].C([O-])(=O)C.C(COC)OC>[Br:9][C:5]1[C:6]([Cl:8])=[N:7][C:2]([NH2:1])=[N:3][C:4]=1[C:14]1[CH:13]=[C:12]([Cl:11])[CH:17]=[CH:16][C:15]=1[O:21][CH3:22] |f:3.4.5,7.8.9|. Procedure details: To a mixture of 2-amino-4,6-dichloro-5-bromo-pyrimidine (1.22 g, 5.0 mmol), 5-chloro-2-methoxy-phenyl boronic acid (1.03 g, 5.5 mmol), palladium (II) acetate (0.17 g, 0.75 mmol) and triphenylphosphine (0.393 g, 1.5 mmol) was added a solution of sodium carbonate (3.18 g, 30 mmol) in water (20 ml) followed by glyme (100 ml). The mixture was stirred under an argon atmosphere at room temperature for 72 hours. Filtration and concentration of the filtrate yielded a residue which was purified by flash ... Reactants: C1(=CC=CC2=CC=CC=C12)OCCCNC1=CC=C(C(=O)OCC)C=C1 (ethyl 4-[3-(1-naphthyloxy)propylamino]benzoate), Cl (HCl), [OH-].[K+] (KOH), C(C)O (ethanol). Solvent: O (water). Yields the product C1(=CC=CC2=CC=CC=C12)OCCCNC1=CC=C(C(=O)O)C=C1 (4-[3-(α-Naphthyloxy)propyl]aminobenzoic acid). Reaction SMILES: [C:1]1([O:11][CH2:12][CH2:13][CH2:14][NH:15][C:16]2[CH:26]=[CH:25][C:19]([C:20]([O:22]CC)=[O:21])=[CH:18][CH:17]=2)[C:10]2[C:5](=[CH:6][CH:7]=[CH:8][CH:9]=2)[CH:4]=[CH:3][CH:2]=1.[OH-].[K+].C(O)C.Cl>O>[C:1]1([O:11][CH2:12][CH2:13][CH2:14][NH:15][C:16]2[CH:17]=[CH:18][C:19]([C:20]([OH:22])=[O:21])=[CH:25][CH:26]=2)[C:10]2[C:5](=[CH:6][CH:7]=[CH:8][CH:9]=2)[CH:4]=[CH:3][CH:2]=1 |f:1.2|. Reported procedure: A solution of 6 g. of ethyl 4-[3-(1-naphthyloxy)propylamino]benzoate and 3.4 g. of 85% KOH in 75 ml. 95% ethanol is heated at 80° C. for 4 hours, the reaction then diluted with 150 ml. of water and adjusted to pH 3 with 37% HCl. The resulting oily solid is extracted using several portions of warm ether. The extracts are combined, dried, and evaporated to a solid which is crystallized from acetonitrile to yield crystals, m.p. 146°-147° C.